This data is from the Open Reaction Database (ORD), a public repository of structured organic reaction records. The task is: describe an organic reaction: reactants, conditions, products, and yield Starting materials: CCc1nc2cc(C(F)(F)F)c(Cl)cc2n1-c1ccc(CCOC(=O)Oc2ccccc2)cc1, NS(=O)(=O)c1ccncc1. Product: CCc1nc2cc(C(F)(F)F)c(Cl)cc2n1-c1ccc(CCOC(=O)NS(=O)(=O)c2ccncc2)cc1. Reaction SMILES: [C:11]([O:12][CH2:13][CH2:14][c:15]1[cH:16][cH:17][c:18](-[n:21]2[c:22]([CH2:35][CH3:36])[n:23][c:24]3[c:25]2[cH:26][c:27]([Cl:34])[c:28]([C:30]([F:31])([F:32])[F:33])[cH:29]3)[cH:19][cH:20]1)([O:37][c:39]1[cH:40][cH:41][cH:42][cH:43][cH:44]1)=[O:38].[n:1]1[cH:2][cH:3][c:4]([S:7](=[O:8])(=[O:9])[NH2:10])[cH:5][cH:6]1>>[n:1]1[cH:2][cH:3][c:4]([S:7](=[O:8])(=[O:9])[NH:10][C:11]([O:12][CH2:13][CH2:14][c:15]2[cH:16][cH:17][c:18](-[n:21]3[c:22]([CH2:35][CH3:36])[n:23][c:24]4[c:25]3[cH:26][c:27]([Cl:34])[c:28]([C:30]([F:31])([F:32])[F:33])[cH:29]4)[cH:19][cH:20]2)=[O:37])[cH:5][cH:6]1. Starting materials: C(C)(=O)OC(C)=O (acetic anhydride), C=C(C(=O)OCCCC)C(C(Cl)(Cl)Cl)O (butyl 2-methylene-3-hydroxy-4,4,4-trichlorobutyrate), anhydride, C(C)(=O)[O-].[Na+] (sodium acetate), CC(=O)OCC1=C2C=CC=CC2=C(C3=CC=CC=C31)COC(=O)C (acetic). Reagents/catalysts: C(C)(=O)[O-].[Na+] (sodium acetate). Run in C(C)(=O)O (acetic acid). Conditions: temperature 120 celsius. Yields the product C=C(C(=O)OCCCC)C(C(Cl)(Cl)Cl)OC(C)=O (Butyl 2-methylene-3-acetoxy-4,4,4-trichlorobutyrate). Yield: 91.4%. Reaction SMILES: [CH2:1]=[C:2]([CH:10]([OH:15])[C:11]([Cl:14])([Cl:13])[Cl:12])[C:3]([O:5][CH2:6][CH2:7][CH2:8][CH3:9])=[O:4].[C:16](OC(=O)C)(=[O:18])[CH3:17].CC(OCC1C2C(=CC=CC=2)C(COC(C)=O)=C2C=1C=CC=C2)=O.C([O-])(=O)C.[Na+]>C([O-])(=O)C.[Na+].C(O)(=O)C>[CH2:1]=[C:2]([CH:10]([O:15][C:16](=[O:18])[CH3:17])[C:11]([Cl:14])([Cl:13])[Cl:12])[C:3]([O:5][CH2:6][CH2:7][CH2:8][CH3:9])=[O:4] |f:3.4,5.6|. Procedure: To 1173.0 g of butyl 2-methylene-3-hydroxy-4,4,4-trichlorobutyrate (91% pure) charged in a 2-liter, 3-neck round bottom flask equipped with a mechanical stirrer, thermometer, and a condenser were added 520.0 g of acetic anhydride and 7.0 g of sodium acetate. The reaction mixture was heated at 120° C. for three hours. Unreacted acetic to anhydride and formed acetic acid were stripped off under vacuum at <80° C./0.6 mm Hg. After cooling to room temperature, the solid sodium acetate that had settle...